From a dataset of the Open Reaction Database (ORD), a public repository of structured organic reaction records. describe an organic reaction: reactants, conditions, products, and yield The reactants are COC=1N=CN(C1C(=O)N)C (4-methoxy-1-methyl-1H-imidazole-5-carboxamide), [OH-].[K+] (KOH), [H-].[Al+3].[Li+].[H-].[H-].[H-] (Lithium aluminium hydride), Cl (HCl). The solvent is C1CCOC1 (THF), C(C)(C)O (isopropanol). Conditions: temperature 60 celsius, time 7 hour. The product is COC=1N=CN(C1CN)C (1-(4-methoxy-1-methyl-1H-imidazol-5-yl)methanamine). The yield is 37.3%. Reaction SMILES: [CH3:1][O:2][C:3]1[N:4]=[CH:5][N:6]([CH3:11])[C:7]=1[C:8]([NH2:10])=O.[H-].[Al+3].[Li+].[H-].[H-].[H-].Cl.[OH-].[K+]>C1COCC1.C(O)(C)C>[CH3:1][O:2][C:3]1[N:4]=[CH:5][N:6]([CH3:11])[C:7]=1[CH2:8][NH2:10] |f:1.2.3.4.5.6,8.9|. Procedure: In a 250 ml, three-necked flask fitted with a magnetic stirrer, a reflux condenser and under inert atmosphere, 4-methoxy-1-methyl-1H-imidazole-5-carboxamide x93 (1.45 g, 9.5 mmol) is dissolved at room temperature in anhydrous THF (80 ml). Lithium aluminium hydride (685 mg, 18 mmol) is added by portions while the temperature is rising to 30° C. The mixture is stirred for 7 h at 60° C. and cooled down to room temperature. Then isopropanol is added and the mixture is stirred for a further 16 hours ... Reactants: NC1=C(C(CC1)C(C)C)C(=O)OC (methyl 2-amino-5-isopropylcyclopent-1-enecarboxylate), C(=O)[O-].[NH4+] (ammonium formate), C(=O)N (formamide). The solvent is O (water). Reaction conditions: temperature 150 celsius. The product is C(C)(C)C1CCC=2N=CN=C(C21)O (5-isopropyl-6,7-dihydro-5H-cyclopenta[d]pyrimidin-4-ol). The yield is 134.8%. RXN SMILES: [NH2:1][C:2]1[CH2:6][CH2:5][CH:4]([CH:7]([CH3:9])[CH3:8])[C:3]=1[C:10]([O:12]C)=O.C([O-])=O.[NH4+].[CH:18]([NH2:20])=O>O>[CH:7]([CH:4]1[C:3]2[C:10]([OH:12])=[N:20][CH:18]=[N:1][C:2]=2[CH2:6][CH2:5]1)([CH3:9])[CH3:8] |f:1.2|. Procedure: A mixture of methyl 2-amino-5-isopropylcyclopent-1-enecarboxylate (3.272 g, 17.86 mmol), ammonium formate (5.630 g, 89.28 mmol), and formamide (7.092 mL, 178.6 mmol) was heated at 150° C. for 20 hours. The reaction was diluted with water, and extracted with 1:5 IPA:DCM, until no more product in aqueous by TLC. The combined organics were concentrated under reduced pressure, dissolved in DCM and dried Na2SO4. The reaction was filtered and concentrated to give 5-isopropyl-6,7-dihydro-5H-cyclopenta[...